From a dataset of the Open Reaction Database (ORD), a public repository of structured organic reaction records. describe an organic reaction: reactants, conditions, products, and yield Reactants: CC1CC(=O)OC(C1)=O (3-methylglutaric anhydride), N1(CCNCC1)C1N(CCC1)CC(=O)O (piperazin-1-ylcarboxymethylpyrrolidine), CC1CC(=O)OC(C1)=O (3-methylglutaric anhydride). Run in O1CCOCC1 (dioxane). Reaction conditions: time 8 hour. The product is CN1CCN(CC1)C(CCCC(=O)O)=O (5-(4-methylpiperazin-1-yl)-5-oxopentanoic acid). The yield is 171.0%. As a reaction SMILES: C[CH:2]1[CH2:8][C:7](=[O:9])[O:6][C:4](=[O:5])[CH2:3]1.[N:10]1([CH:16]2CCCN2CC(O)=O)[CH2:15][CH2:14][NH:13][CH2:12][CH2:11]1>O1CCOCC1>[CH3:16][N:10]1[CH2:15][CH2:14][N:13]([C:7](=[O:9])[CH2:8][CH2:2][CH2:3][C:4]([OH:6])=[O:5])[CH2:12][CH2:11]1. Procedure: 1.6 g of 3-methylglutaric anhydride and then 2.62 g of piperazin-1-ylcarboxymethylpyrrolidine are added to 20 cm3 of dioxane. After stirring for 8 hours, an additional 320 mg of 3-methylglutaric anhydride are added and then the stirring is continued at 20° C. for 18 hours. The solvent is evaporated under reduced pressure and then the resulting oil is dried at 45° C. (90 Pa) to give 4.5 g of 5-(4-methylpiperazin-1-yl)-5-oxopentanoic acid in the form of an orange-colored oil which is used as it is... Starting materials: O=CC1(CO)CCCCC1, O, Cc1ccc(S(=O)(=O)Cl)cc1, c1ccncc1. The product is Cc1ccc(S(=O)(=O)OCC2(C=O)CCCCC2)cc1. Reaction SMILES: [CH:1](=[O:2])[C:3]1([CH2:9][OH:10])[CH2:4][CH2:5][CH2:6][CH2:7][CH2:8]1.[OH2:22].[c:11]1([CH3:21])[cH:12][cH:13][c:14]([S:17](=[O:18])(=[O:19])[Cl:20])[cH:15][cH:16]1.[cH:23]1[cH:24][cH:25][n:26][cH:27][cH:28]1>>[CH:1](=[O:2])[C:3]1([CH2:9][O:10][S:17]([c:14]2[cH:13][cH:12][c:11]([CH3:21])[cH:16][cH:15]2)(=[O:18])=[O:19])[CH2:4][CH2:5][CH2:6][CH2:7][CH2:8]1.